The task is: describe an organic reaction: reactants, conditions, products, and yield. This data is from the Open Reaction Database (ORD), a public repository of structured organic reaction records. Starting materials: Cc1ccc(C(O)=S)cc1, N#CSCCl. Yields the product Cc1ccc(C(=S)OCSC#N)cc1. Reaction SMILES: [CH3:1][c:2]1[cH:3][cH:4][c:5]([C:6](=[S:7])[OH:8])[cH:9][cH:10]1.[Cl:11][CH2:12][S:13][C:14]#[N:15]>>[CH3:1][c:2]1[cH:3][cH:4][c:5]([C:6](=[S:7])[O:8][CH2:12][S:13][C:14]#[N:15])[cH:9][cH:10]1. The reactants are CS(=O)c1nc(Cl)c2ccc(=O)n(-c3ccc(C(F)(F)F)cc3)c2n1, ClCCl, NC(CO)CO, CN(C)C=O. Yields the product O=c1ccc2c(Cl)nc(NC(CO)CO)nc2n1-c1ccc(C(F)(F)F)cc1. As a reaction SMILES: [Cl:1][c:2]1[c:3]2[c:4]([n:5][c:6]([S:8]([CH3:9])=[O:10])[n:7]1)[n:11](-[c:16]1[cH:17][cH:18][c:19]([C:22]([F:23])([F:24])[F:25])[cH:20][cH:21]1)[c:12](=[O:15])[cH:13][cH:14]2.[Cl:32][CH2:33][Cl:34].[NH2:26][CH:27]([CH2:28][OH:29])[CH2:30][OH:31].[O:35]=[CH:36][N:37]([CH3:38])[CH3:39]>>[Cl:1][c:2]1[c:3]2[c:4]([n:5][c:6]([NH:26][CH:27]([CH2:28][OH:29])[CH2:30][OH:31])[n:7]1)[n:11](-[c:16]1[cH:17][cH:18][c:19]([C:22]([F:23])([F:24])[F:25])[cH:20][cH:21]1)[c:12](=[O:15])[cH:13][cH:14]2. The reactants are NC1=C(C(=O)NC2=CC=C(C=C2)OCCCl)C=CC(=C1)OC (2-amino-N-[4-(2-chloro-ethoxy)-phenyl]-4-methoxy-benzamide), C(C1=CC=C(C=C1)OC)=O (p-anisaldehyde), C(C)(=O)O (acetic acid). Solvent: C(C)O (ethanol). Yields the product ClCCOC1=CC=C(C=C1)N1C(NC2=CC(=CC=C2C1=O)OC)C1=CC=C(C=C1)OC (3-[4-(2-Chloro-ethoxy)-phenyl]-7-methoxy-2-(4-methoxy-phenyl)-2,3,-dihydro-1H-quinazolin-4-one). Reaction SMILES: [NH2:1][C:2]1[CH:20]=[C:19]([O:21][CH3:22])[CH:18]=[CH:17][C:3]=1[C:4]([NH:6][C:7]1[CH:12]=[CH:11][C:10]([O:13][CH2:14][CH2:15][Cl:16])=[CH:9][CH:8]=1)=[O:5].[CH:23](=O)[C:24]1[CH:29]=[CH:28][C:27]([O:30][CH3:31])=[CH:26][CH:25]=1.C(O)(=O)C>C(O)C>[Cl:16][CH2:15][CH2:14][O:13][C:10]1[CH:9]=[CH:8][C:7]([N:6]2[C:4](=[O:5])[C:3]3[C:2](=[CH:20][C:19]([O:21][CH3:22])=[CH:18][CH:17]=3)[NH:1][CH:23]2[C:24]2[CH:29]=[CH:28][C:27]([O:30][CH3:31])=[CH:26][CH:25]=2)=[CH:12][CH:11]=1. Reported procedure: To a solution of 14.9 g (0.0465 mol) of 2-amino-N-[4-(2-chloro-ethoxy)-phenyl]-4-methoxy-benzamide in 300 mL of ethanol was added 5.6 mL (0.0465 mol) of p-anisaldehyde and 30 mL of acetic acid. The reaction mixture was stirred and heated under a mild reflux overnight. After cooling to room temperature, the solvent was evaporated in a rotary evaporator. After the addition of diethyl ether and petroleum ether, the oily residue was chilled on ice. The precipitate that formed was collected by vacuum... The reactants are N(C(=O)C)C1=CC=C(C=C1)N1CCC(CC1)N(C)CC1=CC=CC=C1 (1-(4-Acetaminophenyl)-4-(N-benzyl-N-methylamino)piperidine). Run in [OH-].[Na+] (sodium hydroxide), CO (methanol). Product: NC1=CC=C(C=C1)N1CCC(CC1)N(C)CC1=CC=CC=C1 (1-(4-aminophenyl)-4-(N-benzyl-N-methylamino)piperidine). Yield: 58.1%. As a reaction SMILES: [NH:1]([C:5]1[CH:10]=[CH:9][C:8]([N:11]2[CH2:16][CH2:15][CH:14]([N:17]([CH2:19][C:20]3[CH:25]=[CH:24][CH:23]=[CH:22][CH:21]=3)[CH3:18])[CH2:13][CH2:12]2)=[CH:7][CH:6]=1)C(C)=O>[OH-].[Na+].CO>[NH2:1][C:5]1[CH:6]=[CH:7][C:8]([N:11]2[CH2:12][CH2:13][CH:14]([N:17]([CH2:19][C:20]3[CH:21]=[CH:22][CH:23]=[CH:24][CH:25]=3)[CH3:18])[CH2:15][CH2:16]2)=[CH:9][CH:10]=1 |f:1.2|. Reported procedure: 5.5 g (16.3 mmol) of the product from Example 7 were refluxed in a mixture of 100 ml of 2M sodium hydroxide solution and 200 ml of methanol for 12 h. The reaction mixture was then concentrated under reduced pressure, the residue was partitioned between water and methylene chloride, and the organic phase was dried and concentrated under reduced pressure. 2.8 g of 1-(4-aminophenyl)-4-(N-benzyl-N-methylamino)piperidine were obtained as an oil which crystallized as difumarate. Melting point 138° C. Starting materials: CCO, [K+], [OH-], O, CCOC(=O)c1ccc(Oc2ccc(N(CC(C)C)CC(O)COc3cccc4[nH]c5ccccc5c34)cc2)c(I)c1. Yields the product CC(C)CN(CC(O)COc1cccc2[nH]c3ccccc3c12)c1ccc(Oc2ccc(C(=O)O)cc2I)cc1. As a reaction SMILES: [CH3:43][CH2:44][OH:45].[K+:47].[OH-:46].[OH2:48].[OH:1][CH:2]([CH2:3][O:4][c:5]1[cH:6][cH:7][cH:8][c:9]2[nH:10][c:11]3[cH:12][cH:13][cH:14][cH:15][c:16]3[c:17]12)[CH2:18][N:19]([CH2:20][CH:21]([CH3:22])[CH3:23])[c:24]1[cH:25][cH:26][c:27]([O:30][c:31]2[c:32]([I:42])[cH:33][c:34]([C:37](=[O:38])[O:39][CH2:40][CH3:41])[cH:35][cH:36]2)[cH:28][cH:29]1>>[OH:1][CH:2]([CH2:3][O:4][c:5]1[cH:6][cH:7][cH:8][c:9]2[nH:10][c:11]3[cH:12][cH:13][cH:14][cH:15][c:16]3[c:17]12)[CH2:18][N:19]([CH2:20][CH:21]([CH3:22])[CH3:23])[c:24]1[cH:25][cH:26][c:27]([O:30][c:31]2[c:32]([I:42])[cH:33][c:34]([C:37](=[O:38])[OH:39])[cH:35][cH:36]2)[cH:28][cH:29]1. Starting materials: O=C([O-])[O-], CN(C)C=O, N#Cc1c(N2CCc3ccccc3CC2)nc(C2CC2)[nH]c1=O, O=S(=O)(OCC(F)(F)F)C(F)(F)F, [K+], [K+]. Product: N#Cc1c(N2CCc3ccccc3CC2)nc(C2CC2)n(CC(F)(F)F)c1=O. Reaction SMILES: [C:37](=[O:38])([O-:39])[O-:40].[CH3:43][N:44]([CH3:45])[CH:46]=[O:47].[CH:1]1([c:4]2[nH:5][c:6](=[O:23])[c:7]([C:21]#[N:22])[c:8]([N:10]3[CH2:11][CH2:12][c:13]4[c:14]([cH:17][cH:18][cH:19][cH:20]4)[CH2:15][CH2:16]3)[n:9]2)[CH2:2][CH2:3]1.[F:24][C:25]([F:26])([F:27])[S:28]([O:29][CH2:30][C:31]([F:32])([F:33])[F:34])(=[O:35])=[O:36].[K+:41].[K+:42]>>[CH:1]1([c:4]2[n:5]([CH2:30][C:31]([F:32])([F:33])[F:34])[c:6](=[O:23])[c:7]([C:21]#[N:22])[c:8]([N:10]3[CH2:11][CH2:12][c:13]4[c:14]([cH:17][cH:18][cH:19][cH:20]4)[CH2:15][CH2:16]3)[n:9]2)[CH2:2][CH2:3]1.